Dataset: the Open Reaction Database (ORD), a public repository of structured organic reaction records. Task: describe an organic reaction: reactants, conditions, products, and yield Reactants: CC1=C(N=C(O1)C1=CC=CC=C1)CCOC1=CC=C(C=2SC=CC21)C=O (4-[2-(5-methyl-2-phenyl-oxazol-4-yl)-ethoxy]-benzo[b]thiophen-7-carbaldehyde), COC(COC)=O (methoxyacetic acid methyl ester), C(C)N(C(C)C)C(C)C (N-ethyldiisopropylamine), ice water. Isolated yield 127.6%. Reported procedure: To a solution of 3.17 ml methoxyacetic acid methyl ester (31.4 mmol) in 30 ml of THF, 3.5 ml of titanium tetrachloride (31.4 mmol) was added dropwise within 15 min at 0° C. After stirring the yellow solution for additional 15 min at the same temperature, 6.0 ml of N-ethyldiisopropylamine (34.1 mmol) were added within 5 min and the yellow/orange solution stirred for additional 15 min. A solution of 5.00 g of 4-[2-(5-methyl-2-phenyl-oxazol-4-yl)-ethoxy]-benzo[b]thiophen-7-carbaldehyde (13.66 mmol)... Run in ClCCl (dichloromethane), C1CCOC1 (THF). The product is COC(C(C(C1=CC=C(C2=C1SC=C2)OCCC=2N=C(OC2C)C2=CC=CC=C2)O)OC)=O (3-Hydroxy-2-methoxy-3-{4-[2-(5-methyl-2-phenyl-oxazol-4-yl)-ethoxy]-benzo[b]thiophen-7-yl}-propionic acid methyl ester). RXN SMILES: [CH3:1][O:2][C:3](=[O:7])[CH2:4][O:5][CH3:6].C(N(C(C)C)C(C)C)C.[CH3:17][C:18]1[O:22][C:21]([C:23]2[CH:28]=[CH:27][CH:26]=[CH:25][CH:24]=2)=[N:20][C:19]=1[CH2:29][CH2:30][O:31][C:32]1[C:40]2[CH:39]=[CH:38][S:37][C:36]=2[C:35]([CH:41]=[O:42])=[CH:34][CH:33]=1>C1COCC1.ClCCl.[Ti](Cl)(Cl)(Cl)Cl>[CH3:1][O:2][C:3](=[O:7])[CH:4]([O:5][CH3:6])[CH:41]([OH:42])[C:35]1[C:36]2[S:37][CH:38]=[CH:39][C:40]=2[C:32]([O:31][CH2:30][CH2:29][C:19]2[N:20]=[C:21]([C:23]3[CH:28]=[CH:27][CH:26]=[CH:25][CH:24]=3)[O:22][C:18]=2[CH3:17])=[CH:33][CH:34]=1. Reagents/catalysts: [Ti](Cl)(Cl)(Cl)Cl (titanium tetrachloride). Run at time 15 minute. Solvent: COCCO (2-methoxyethanol). Starting materials: Cl.C(C)(=O)NC=1SC=C(N1)C(=O)NC1=CC=C(C=C1)N (2-(acetylamino)-N-(4-aminophenyl)-1,3-thiazole-4-carboxamide hydrochloride), N#CN (cyanamide). Reaction SMILES: Cl.[C:2]([NH:5][C:6]1[S:7][CH:8]=[C:9]([C:11]([NH:13][C:14]2[CH:19]=[CH:18][C:17]([NH2:20])=[CH:16][CH:15]=2)=[O:12])[N:10]=1)(=[O:4])[CH3:3].[N:21]#[C:22][NH2:23]>COCCO>[C:2]([NH:5][C:6]1[S:7][CH:8]=[C:9]([C:11]([NH:13][C:14]2[CH:19]=[CH:18][C:17]([NH:20][C:22]([NH2:23])=[NH:21])=[CH:16][CH:15]=2)=[O:12])[N:10]=1)(=[O:4])[CH3:3] |f:0.1|. Isolated yield 63.2%. Reaction conditions: temperature 100 celsius, time 72 hour. The product is C(C)(=O)NC=1SC=C(N1)C(=O)NC1=CC=C(C=C1)NC(=N)N (2-(acetylamino)-N-(4-{[amino(imino)methyl]amino}phenyl)-1,3-thiazole-4-carboxamide). Procedure: A mixture of 2-(acetylamino)-N-(4-aminophenyl)-1,3-thiazole-4-carboxamide hydrochloride (70 mg), cyanamide (11 mg) and 2-methoxyethanol (2 ml) was stirred at 100° C. for 72 hours. The reaction mixture was concentrated in vacuo. To the residue was added ethyl acetate (5 ml) and saturated aqueous sodium hydrogen bicarbonate (5 ml). The precipitated solid was filtered and washed with ethyl acetate and water to give 2-(acetylamino)-N-(4-{[amino(imino)methyl]amino}phenyl)-1,3-thiazole-4-carboxamide (...